This data is from the Open Reaction Database (ORD), a public repository of structured organic reaction records. The task is: describe an organic reaction: reactants, conditions, products, and yield Reactants: CC(C)(C)OC(=O)NC1CSc2c(Br)cccc2NC1=O, Cl, C1COCCO1. Yields the product NC1CSc2c(Br)cccc2NC1=O, Cl. Reaction SMILES: [Br:2][c:3]1[cH:4][cH:5][cH:6][c:7]2[c:13]1[S:12][CH2:11][CH:10]([NH:14][C:15](=[O:16])[O:17][C:18]([CH3:19])([CH3:20])[CH3:21])[C:9](=[O:22])[NH:8]2.[ClH:1].[O:23]1[CH2:24][CH2:25][O:26][CH2:27][CH2:28]1>>[Br:2][c:3]1[cH:4][cH:5][cH:6][c:7]2[c:13]1[S:12][CH2:11][CH:10]([NH2:14])[C:9](=[O:22])[NH:8]2.[ClH:1]. Reactants: COc1ccc(CN2C(=O)CN(c3ccc(CC(NC(=O)C(Cc4ccccc4)NC(C)=O)C(=O)O)cc3)S2(=O)=O)cc1, CC(C)(C)OC(=O)Cc1ccc(CCN)cc1, CCOC(C)=O, ClCCl, ClCCl, CN(C)C=O, CN(C)C=O, On1nnc2ccccc21. Yields the product COc1ccc(CN2C(=O)CN(c3ccc(CC(NC(=O)C(Cc4ccccc4)NC(C)=O)C(=O)NCCc4ccc(CC(=O)OC(C)(C)C)cc4)cc3)S2(=O)=O)cc1. RXN SMILES: [C:1]([CH3:2])(=[O:3])[NH:4][CH:5]([C:6](=[O:7])[NH:8][CH:9]([C:10](=[O:11])[OH:12])[CH2:13][c:14]1[cH:15][cH:16][c:17]([N:20]2[S:21](=[O:35])(=[O:36])[N:22]([CH2:26][c:27]3[cH:28][cH:29][c:30]([O:33][CH3:34])[cH:31][cH:32]3)[C:23](=[O:25])[CH2:24]2)[cH:18][cH:19]1)[CH2:37][c:38]1[cH:39][cH:40][cH:41][cH:42][cH:43]1.[C:44]([CH3:45])([CH3:46])([CH3:47])[O:48][C:49]([CH2:50][c:51]1[cH:52][cH:53][c:54]([CH2:57][CH2:58][NH2:59])[cH:55][cH:56]1)=[O:60].[CH3:71][CH2:72][O:73][C:74]([CH3:75])=[O:76].[Cl:82][CH2:83][Cl:84].[Cl:90][CH2:91][Cl:92].[O:77]=[CH:78][N:79]([CH3:80])[CH3:81].[O:85]=[CH:86][N:87]([CH3:88])[CH3:89].[OH:61][n:62]1[c:63]2[c:64]([cH:65][cH:66][cH:67][cH:68]2)[n:69][n:70]1>>[C:1]([CH3:2])(=[O:3])[NH:4][CH:5]([C:6](=[O:7])[NH:8][CH:9]([C:10](=[O:11])[NH:59][CH2:58][CH2:57][c:54]1[cH:53][cH:52][c:51]([CH2:50][C:49]([O:48][C:44]([CH3:45])([CH3:46])[CH3:47])=[O:60])[cH:56][cH:55]1)[CH2:13][c:14]1[cH:15][cH:16][c:17]([N:20]2[S:21](=[O:35])(=[O:36])[N:22]([CH2:26][c:27]3[cH:28][cH:29][c:30]([O:33][CH3:34])[cH:31][cH:32]3)[C:23](=[O:25])[CH2:24]2)[cH:18][cH:19]1)[CH2:37][c:38]1[cH:39][cH:40][cH:41][cH:42][cH:43]1. Reactants: OCC=1OC(=CC(C1OCCCCCC(=O)OCC)=O)COC(C(C)(C)C)=O (2-hydroxymethyl-3-(5-carboethoxypentyloxy)-6-(trimethylacetoxymethyl)-4-pyrone). Reagents/catalysts: [O-2].[O-2].[Mn+4] (manganese dioxide). Run in CC(=O)C (acetone). Run at time 3 hour. Product: C(=O)C=1OC(=CC(C1OCCCCCC(=O)OCC)=O)COC(C(C)(C)C)=O (2-formyl-3-(5-carboethoxypentyloxy)-6-(trimethylacetoxymethyl)-4-pyrone). Isolated yield 69.9%. RXN SMILES: [OH:1][CH2:2][C:3]1[O:4][C:5]([CH2:21][O:22][C:23](=[O:28])[C:24]([CH3:27])([CH3:26])[CH3:25])=[CH:6][C:7](=[O:20])[C:8]=1[O:9][CH2:10][CH2:11][CH2:12][CH2:13][CH2:14][C:15]([O:17][CH2:18][CH3:19])=[O:16]>CC(C)=O.[O-2].[O-2].[Mn+4]>[CH:2]([C:3]1[O:4][C:5]([CH2:21][O:22][C:23](=[O:28])[C:24]([CH3:27])([CH3:26])[CH3:25])=[CH:6][C:7](=[O:20])[C:8]=1[O:9][CH2:10][CH2:11][CH2:12][CH2:13][CH2:14][C:15]([O:17][CH2:18][CH3:19])=[O:16])=[O:1] |f:2.3.4|. Procedure: To a solution of 2.3 g of 2-hydroxymethyl-3-(5-carboethoxypentyloxy)-6-(trimethylacetoxymethyl)-4-pyrone in 75 ml of acetone was added 4 g of activated manganese dioxide. The resulting suspension was stirred for 3 hr, at which time the mixture was filtered and the filtrate evaporated to an oil. The oil was chromatographed on silica gel to give the oily aldehyde, 2-formyl-3-(5-carboethoxypentyloxy)-6-(trimethylacetoxymethyl)-4-pyrone weighing 1.6 g (70%). NMR (CDCl3): δ1.28 (3H, t, J = 7 Hz), 1.3... Reactants: C(C)(=O)C1(OC(C=C1OC)OC)OC (2-acetyl-2,3,5-trimethoxy-2,5-dihydrofuran), [NH4+].[Cl-] (NH4Cl), [BH4-].[Na+] (NaBH4). The solvent is CO (methanol), CO (methanol). Reaction conditions: temperature 0 celsius. Product: OC(C)C1(OC(C=C1OC)OC)OC (2-(1-hydroxyethyl)-2,3,5-trimethoxy-2,5-dihydrofuran), COC1OC(C=C1OC)OC (2,3,5-trimethoxy-2,5-dihydrofuran). Yield: 100.0%. As a reaction SMILES: [C:1]([C:4]1([O:13][CH3:14])[C:8]([O:9][CH3:10])=[CH:7][CH:6]([O:11][CH3:12])[O:5]1)(=[O:3])[CH3:2].[BH4-].[Na+].[NH4+].[Cl-]>CO>[OH:3][CH:1]([C:4]1([O:13][CH3:14])[C:8]([O:9][CH3:10])=[CH:7][CH:6]([O:11][CH3:12])[O:5]1)[CH3:2].[CH3:14][O:13][CH:4]1[C:8]([O:9][CH3:10])=[CH:7][CH:6]([O:11][CH3:12])[O:5]1 |f:1.2,3.4|. Procedure details: 2-acetyl-2,3,5-trimethoxy-2,5-dihydrofuran (9.22 g,0.049 moles) was dissolved in 100 ml of methanol and cooled to 0° C. Solid NaBH4 (4.0 g, 0.105 moles) was added portion-wise over 1 hour, maintaining a temperature below 15° C. The reaction was then allowed to warm to room temperature, and 20 ml of saturated aqueous NH4Cl added. Extraction of the crude product with chloroform and concentration yielded 9.3 g of 2-(1-hydroxyethyl)-2,3,5-trimethoxy-2,5-dihydrofuran (100%) as a clear 0.1, NMR (CDCl3... Reactants: O=C([O-])[O-], COc1ccc(N)cc1, CN(C)C=O, O=[N+]([O-])c1c(F)cccc1F, [K+], [K+], O. Yields the product COc1ccc(Nc2cccc(F)c2[N+](=O)[O-])cc1. Reaction SMILES: [C:21](=[O:22])([O-:23])[O-:24].[CH3:12][O:13][c:14]1[cH:15][cH:16][c:17]([NH2:20])[cH:18][cH:19]1.[CH3:28][N:29]([CH3:30])[CH:31]=[O:32].[F:1][c:2]1[c:3]([N+:9](=[O:10])[O-:11])[c:4]([F:8])[cH:5][cH:6][cH:7]1.[K+:25].[K+:26].[OH2:27]>>[c:2]1([NH:20][c:17]2[cH:16][cH:15][c:14]([O:13][CH3:12])[cH:19][cH:18]2)[c:3]([N+:9](=[O:10])[O-:11])[c:4]([F:8])[cH:5][cH:6][cH:7]1. Starting materials: N1CC(C1)NC(=O)C1=CNC2=C1N=CN=C2C2=C(C=CC=1OCOC12)OCC1CC1 (4-(5-cyclopropylmethoxy-benzo[1,3]dioxol-4-yl)-5H-pyrrolo[3,2-d]pyrimidine-7-carboxylic acid azetidin-3-ylamide), ClC(=O)COC(C)=O (acetic acid chlorocarbonyl-methyl ester). Yields the product OCC(=O)N1CC(C1)NC(=O)C1=CNC2=C1N=CN=C2C2=C(C=CC=1OCOC12)OCC1CC1 (4-(5-Cyclopropylmethoxy-benzo[1,3]dioxol-4-yl)-5H-pyrrolo[3,2-d]pyrimidine-7-carboxylic acid [1-(2-hydroxy-ethanoyl)-azetidin-3-yl]-amide). RXN SMILES: [NH:1]1[CH2:4][CH:3]([NH:5][C:6]([C:8]2[C:12]3[N:13]=[CH:14][N:15]=[C:16]([C:17]4[C:25]5[O:24][CH2:23][O:22][C:21]=5[CH:20]=[CH:19][C:18]=4[O:26][CH2:27][CH:28]4[CH2:30][CH2:29]4)[C:11]=3[NH:10][CH:9]=2)=[O:7])[CH2:2]1.Cl[C:32]([CH2:34][O:35]C(=O)C)=[O:33]>>[OH:35][CH2:34][C:32]([N:1]1[CH2:4][CH:3]([NH:5][C:6]([C:8]2[C:12]3[N:13]=[CH:14][N:15]=[C:16]([C:17]4[C:25]5[O:24][CH2:23][O:22][C:21]=5[CH:20]=[CH:19][C:18]=4[O:26][CH2:27][CH:28]4[CH2:30][CH2:29]4)[C:11]=3[NH:10][CH:9]=2)=[O:7])[CH2:2]1)=[O:33]. Procedure: Starting from 4-(5-cyclopropylmethoxy-benzo[1,3]dioxol-4-yl)-5H-pyrrolo[3,2-d]pyrimidine-7-carboxylic acid azetidin-3-ylamide (example A172) and acetic acid chlorocarbonyl-methyl ester the title compound is obtained as colorless solid.